From a dataset of the Open Reaction Database (ORD), a public repository of structured organic reaction records. describe an organic reaction: reactants, conditions, products, and yield The reactants are COCOC=1C=C(C=CC1)CC(=O)OCC (Ethyl 2-(3-(methoxymethoxy)phenyl)acetate), O (water), [H-].[Na+] (sodium hydride), IC (iodomethane). Run in CN(C)C=O (DMF). Conditions: temperature 0 celsius, time 1 hour. Product: COCOC=1C=C(C=CC1)C(C(=O)OCC)C (Ethyl 2-(3-(methoxymethoxy)phenyl)propanoate). As a reaction SMILES: [CH3:1][O:2][CH2:3][O:4][C:5]1[CH:6]=[C:7]([CH2:11][C:12]([O:14][CH2:15][CH3:16])=[O:13])[CH:8]=[CH:9][CH:10]=1.[H-].[Na+].I[CH3:20].O>CN(C=O)C>[CH3:1][O:2][CH2:3][O:4][C:5]1[CH:6]=[C:7]([CH:11]([CH3:20])[C:12]([O:14][CH2:15][CH3:16])=[O:13])[CH:8]=[CH:9][CH:10]=1 |f:1.2|. Procedure: Ethyl 2-(3-(methoxymethoxy)phenyl)acetate (8.06 g, 35.9 mmol) in DMF (50 mL) was slowly added sodium hydride (1.74 g, 43.5 mmol) and iodomethane (6.37 g, 44.9 mmol) at 0° C. The reaction mixture was stirred for 1 hour at 0° C. The mixture was added water (250 mL) and extracted with EtOAc. The organic layer was dried with MgSO4. The organic layer was filtered and the filtrate was concentrated in vacuo. The residue was purified by column chromatography eluting with n-Hexane/EtOAc=10/1. The reactants are C=CCOC(=O)C1CCN(C(=O)OC(C)(C)C)CC1C(=O)OCC, ClCCl, O=C(O)C(F)(F)F. Product: C=CCOC(=O)C1CCNCC1C(=O)OCC. RXN SMILES: [CH2:1]([CH:2]=[CH2:3])[O:4][C:5](=[O:6])[CH:7]1[CH:8]([C:20](=[O:21])[O:22][CH2:23][CH3:24])[CH2:9][N:10]([C:13]([O:14][C:15]([CH3:16])([CH3:17])[CH3:18])=[O:19])[CH2:11][CH2:12]1.[Cl:32][CH2:33][Cl:34].[F:25][C:26]([F:27])([F:28])[C:29]([OH:30])=[O:31]>>[CH2:1]([CH:2]=[CH2:3])[O:4][C:5](=[O:6])[CH:7]1[CH:8]([C:20](=[O:21])[O:22][CH2:23][CH3:24])[CH2:9][NH:10][CH2:11][CH2:12]1. Starting materials: C(C)(C)(C)OC(NC=1C=C(C=CC1NC(=O)OC(C)(C)C)C1=C(C=CC=C1)S(=O)(=O)C(F)(F)F)=O ((4-tert-butoxycarbonylamino-2′-trifluoromethanesulfonyl-biphenyl-3-yl)-carbamic acid tert-butyl ester). Solvent: Cl (HCl), O1CCOCC1 (dioxane). Yields the product FC(S(=O)(=O)C1=C(C=CC=C1)C1=CC(=C(C=C1)N)N)(F)F (2′-trifluoromethanesulfonyl-biphenyl-3,4-diamine). Isolated yield 59.6%. Reaction SMILES: C(OC(=O)[NH:7][C:8]1[CH:9]=[C:10]([C:22]2[CH:27]=[CH:26][CH:25]=[CH:24][C:23]=2[S:28]([C:31]([F:34])([F:33])[F:32])(=[O:30])=[O:29])[CH:11]=[CH:12][C:13]=1[NH:14]C(OC(C)(C)C)=O)(C)(C)C>Cl.O1CCOCC1>[F:33][C:31]([F:32])([F:34])[S:28]([C:23]1[CH:24]=[CH:25][CH:26]=[CH:27][C:22]=1[C:10]1[CH:11]=[CH:12][C:13]([NH2:14])=[C:8]([NH2:7])[CH:9]=1)(=[O:29])=[O:30]. Reported procedure: A solution of (4-tert-butoxycarbonylamino-2′-trifluoromethanesulfonyl-biphenyl-3-yl)-carbamic acid tert-butyl ester (0.072 g, 0.228 mmol) in 4M HCl in dioxane (3 mL) was stirred at room temperature for 2 h. The reaction mixture was concentrated under reduced pressure. The residue was dissolved in EtOAc, and the solution was washed with saturated sodium bicarbonate and water (pH=7). The organic layer was dried over Na2SO4, filtered, and the filtrate was concentrated in vacuo to provide the title ... Starting materials: resultant mixture, Cl (hydrogen chloride), C[C@@H](CCC)OC1=NC(=C2N=C(N(C2=N1)CCCCCN1CCCCC1)OC)N (2-{[(1S)-1-methylbutyl]oxy}-8-(methyloxy)-9-[5-(1-piperidinyl)pentyl]-9H-purin-6-amine). Solvent: CO (methanol), CO (methanol), O1CCOCC1 (dioxane), CO (methanol). Conditions: time 8 hour. Yields the product NC1=C2NC(N(C2=NC(=N1)O[C@H](CCC)C)CCCCCN1CCCCC1)=O (6-Amino-2-{[(1S)-1-methylbutyl]oxy}-9-[5-(1-piperidinyl)pentyl]-7,9-dihydro-8H-purin-8-one). Isolated yield 83.3%. RXN SMILES: Cl.[CH3:2][C@H:3]([O:7][C:8]1[N:16]=[C:15]2[C:11]([N:12]=[C:13]([O:28]C)[N:14]2[CH2:17][CH2:18][CH2:19][CH2:20][CH2:21][N:22]2[CH2:27][CH2:26][CH2:25][CH2:24][CH2:23]2)=[C:10]([NH2:30])[N:9]=1)[CH2:4][CH2:5][CH3:6]>O1CCOCC1.CO>[NH2:30][C:10]1[N:9]=[C:8]([O:7][C@@H:3]([CH3:2])[CH2:4][CH2:5][CH3:6])[N:16]=[C:15]2[C:11]=1[NH:12][C:13](=[O:28])[N:14]2[CH2:17][CH2:18][CH2:19][CH2:20][CH2:21][N:22]1[CH2:23][CH2:24][CH2:25][CH2:26][CH2:27]1. Procedure: A solution of hydrogen chloride in dioxane (4M, 0.71 ml) was added to a solution of 2-{[(1S)-1-methylbutyl]oxy}-8-(methyloxy)-9-[5-(1-piperidinyl)pentyl]-9H-purin-6-amine (0.046 g, 0.126 mmol) in methanol (3 ml). The resultant mixture was allowed to stand overnight at room temperature and then blown down under nitrogen. The residue was dissolved in methanol and loaded onto a 2 g aminopropyl SPE cartridge (pre-conditioned with methanol), eluted with methanol and the resultant solution blown down ... Starting materials: CN(CCN(C)C=1OCC(C1C(=O)OCC)=O)C (ethyl 2-{[2-(dimethylamino)ethyl]-N-methylamino}-4-oxo-4,5-dihydrofuran-3-carboxylate), N1C=C(C2=CC=CN=C12)C=O (7-azaindole-3-carboxaldehyde), N1[C@H](C(=O)O)CCC1 (L-proline). Solvent: C(C)O (ethanol). Product: C(=O)O.N1C=C(C=2C1=NC=CC2)C=C2C(C(=C(O2)N(C)CCN(C)C)C(=O)OCC)=O (Ethyl 5-[(1H-pyrrolo[2,3-b]pyridin-3-yl)methylene]-2-{[2-(dimethylamino)ethyl]-N-methylamino}-4-oxo-4,5-dihydrofuran-3-carboxylate formate). The yield is 20.8%. As a reaction SMILES: [CH3:1][N:2]([CH3:18])[CH2:3][CH2:4][N:5]([C:7]1[O:8][CH2:9][C:10](=[O:17])[C:11]=1[C:12]([O:14][CH2:15][CH3:16])=[O:13])[CH3:6].[NH:19]1[C:27]2[C:22](=[CH:23][CH:24]=[CH:25][N:26]=2)[C:21]([CH:28]=O)=[CH:20]1.N1CCC[C@H]1C(O)=O>C(O)C>[CH:12]([OH:14])=[O:13].[NH:19]1[C:27]2=[N:26][CH:25]=[CH:24][CH:23]=[C:22]2[C:21]([CH:28]=[C:9]2[O:8][C:7]([N:5]([CH2:4][CH2:3][N:2]([CH3:1])[CH3:18])[CH3:6])=[C:11]([C:12]([O:14][CH2:15][CH3:16])=[O:13])[C:10]2=[O:17])=[CH:20]1 |f:4.5|. Reported procedure: To a solution of ethyl 2-{[2-(dimethylamino)ethyl]-N-methylamino}-4-oxo-4,5-dihydrofuran-3-carboxylate (0.20 g, 0.78 mmol) which similarly prepared according to the procedure described in the Example 74, Fourth step and 7-azaindole-3-carboxaldehyde (0.11 g, 0.78 mmol) in ethanol (6.0 mL), L-proline (0.0093 mg, 0.078 mmol) was added at ambient temperature. The mixture was refluxed for 20 h. Cooled to ambient temperature, the reaction mixture was purified by preparative HPLC to afford the titled c... Starting materials: C[SiH](Cl)Cl (methyldichlorosilane), CC=C[SiH](Cl)Cl (methylvinyldichlorosilane), 2, C(C)C(CCCCC)O (ethylhexyl alcohol). The reagents and catalysts are [H+].[H+].Cl[Pt-2](Cl)(Cl)(Cl)(Cl)Cl (chloroplatinic acid). Conditions: time 1 hour. Yields the product C[Si](CC[Si](Cl)(Cl)C)(Cl)Cl (1,2-bis(methyldichlorosilyl)ethane). The yield is 97.0%. As a reaction SMILES: C[CH:2]=[CH:3][SiH:4]([Cl:6])[Cl:5].[CH2:7](C(O)CCCCC)C.[CH3:16][SiH:17]([Cl:19])[Cl:18]>[H+].[H+].Cl[Pt-2](Cl)(Cl)(Cl)(Cl)Cl>[CH3:7][Si:4]([Cl:6])([Cl:5])[CH2:3][CH2:2][Si:17]([CH3:16])([Cl:19])[Cl:18] |f:3.4.5|. Procedure details: A reactor was charged with 42.3 grams (0.30 mol) of methylvinyldichlorosilane and 0.1 ml of a 2.ethylhexyl alcohol solution containing 2% chloroplatinic acid. To the reactor was added dropwise 34.5 grams (0.30 mol) of methyldichlorosilane. After the completion of addition, stirring was continued for a further one hour. After cooling, the reaction solution was distilled, obtaining 74.5 grams (yield 97%) of 1,2-bis(methyldichlorosilyl)ethane having a boiling point of 109°-110° C./30 mmHg. Starting materials: C(O)([O-])=O.[Na+] (sodium hydrogen carbonate), O=C1CCC(CC1)N1C=2N(C(=C(C1=O)CC1=CC=C(C=C1)C1=C(C=CC=C1)C1=NOC(N1)=O)CCC)N=CN2 (4-(4-oxocyclohexyl)-6-{[2′-(5-oxo-4,5-dihydro-1,2,4-oxadiazol-3-yl)biphenyl-4-yl]methyl}-7-propyl[1,2,4]triazolo[1,5-a]pyrimidin-5(4H)-one), C(C)(=O)OC(CO)O (1,2-dihydroxyethyl acetate), CC1=CC=C(C=C1)S(=O)(=O)O (4-methylbenzenesulfonic acid). Run in C1(=CC=CC=C1)C (toluene). Run at temperature 50 celsius, time 15 hour. Yields the product OCC1OC2(OC1)CCC(CC2)N2C=1N(C(=C(C2=O)CC2=CC=C(C=C2)C2=C(C=CC=C2)C2=NOC(N2)=O)CCC)N=CN1 (4-[2-(hydroxymethyl)-1,4-dioxaspiro[4.5]dec-8-yl]-6-{[2′-(5-oxo-4,5-dihydro-1,2,4-oxadiazol-3-yl)biphenyl-4-yl]methyl}-7-propyl[1,2,4]triazolo[1,5-a]pyrimidin-5(4H)-one). The yield is 23.0%. Reaction SMILES: [O:1]=[C:2]1[CH2:7][CH2:6][CH:5]([N:8]2[C:13](=[O:14])[C:12]([CH2:15][C:16]3[CH:21]=[CH:20][C:19]([C:22]4[CH:27]=[CH:26][CH:25]=[CH:24][C:23]=4[C:28]4[NH:32][C:31](=[O:33])[O:30][N:29]=4)=[CH:18][CH:17]=3)=[C:11]([CH2:34][CH2:35][CH3:36])[N:10]3[N:37]=[CH:38][N:39]=[C:9]23)[CH2:4][CH2:3]1.C(O[CH:44]([OH:47])[CH2:45]O)(=O)C.CC1C=CC(S(O)(=O)=O)=CC=1.[C:59](=O)([O-])[OH:60].[Na+]>C1(C)C=CC=CC=1>[OH:60][CH2:59][CH:45]1[CH2:44][O:47][C:2]2([CH2:7][CH2:6][CH:5]([N:8]3[C:13](=[O:14])[C:12]([CH2:15][C:16]4[CH:17]=[CH:18][C:19]([C:22]5[CH:27]=[CH:26][CH:25]=[CH:24][C:23]=5[C:28]5[NH:32][C:31](=[O:33])[O:30][N:29]=5)=[CH:20][CH:21]=4)=[C:11]([CH2:34][CH2:35][CH3:36])[N:10]4[N:37]=[CH:38][N:39]=[C:9]34)[CH2:4][CH2:3]2)[O:1]1 |f:3.4|. Procedure: A mixture of 4-(4-oxocyclohexyl)-6-{[2′-(5-oxo-4,5-dihydro-1,2,4-oxadiazol-3-yl)biphenyl-4-yl]methyl}-7-propyl[1,2,4]triazolo[1,5-a]pyrimidin-5(4H)-one (0.30 g), 1,2-dihydroxyethyl acetate (0.15 g), 4-methylbenzenesulfonic acid (0.011 g) and toluene (20 mL) was heated under reflux for 24 hr using a Dean-Stark trap. The reaction mixture was added to saturated aqueous sodium hydrogen carbonate solution, and the mixture was extracted with ethyl acetate. The organic layer was washed with saturated b... Reactants: Cl.NO (hydroxylamine hydrochloride), C(CCCCCCCCCCCCCCC)(=O)O (hexadecanoic acid), ethyl ester, [Na] (monosodium). The solvent is O (water), C(C)(=O)O (acetic acid). Reaction conditions: temperature 60 celsius, time 25 hour. Product: C(CCCCCCCCCCC)C1=NOC(=C1)C(=O)O (3-Dodecyl-5-isoxazole carboxylic acid). As a reaction SMILES: [C:1]([OH:18])(=[O:17])[CH2:2][CH2:3][CH2:4][CH2:5][CH2:6][CH2:7][CH2:8][CH2:9][CH2:10][CH2:11][CH2:12][CH2:13][CH2:14][CH2:15][CH3:16].[Na].Cl.[NH2:21][OH:22]>C(O)(=O)C.O>[CH2:5]([C:4]1[CH:3]=[C:2]([C:1]([OH:18])=[O:17])[O:22][N:21]=1)[CH2:6][CH2:7][CH2:8][CH2:9][CH2:10][CH2:11][CH2:12][CH2:13][CH2:14][CH2:15][CH3:16] |f:2.3,^1:18|. Reported procedure: To a stirred, warm (55° C.) solution of hexadecanoic acid, 2,4-dioxo, ethyl ester, monosodium salt (15.50 g, 0.046 mol) in glacial acetic acid (125 mL) was added dropwise a solution of hydroxylamine hydrochloride (6.45 g, 0.093 mol) in water (32 mL) over 10 minutes, and the mixture was stirred at 60° C. for 25 hours. The mixture was allowed to cool and partitioned between H2O (250 mL) and chloroform (400 mL). The organic layer was washed (saturated NaCl), dried (MgSO4), and rotoevaporated. The r... Starting materials: BrCC (bromoethane), C([O-])([O-])=O.[K+].[K+] (potassium carbonate), C1(=CC=CC=C1)N1NC=2[C@@]3(CC[C@H](C2C1=O)C3(C)C)C ((4S,7R)-2-phenyl-7,8,8-trimethyl-1,2,4,5,6,7-hexahydro-4,7-methano-indazol-3-one), C1(=CC=CC=C1)N1NC=2[C@@]3(CC[C@H](C2C1=O)C3(C)C)C ((4S,7R)-2-phenyl-7,8,8-trimethyl-1,2,4,5,6,7-hexahydro-4,7-methano-indazol-3-one). Run in CC(=O)C (acetone), CO (methanol). Yields the product C(C)N1N(C(C=2[C@H]3CC[C@@](C12)(C3(C)C)C)=O)C3=CC=CC=C3 ((4S,7R)-1-ethyl-7,8,8-trimethyl-2-phenyl-1,2,4,5,6,7-hexahydro-4,7-methano-indazol-3-one). The yield is 8.7%. As a reaction SMILES: Br[CH2:2][CH3:3].C(=O)([O-])[O-].[K+].[K+].[C:10]1([N:16]2[C:24](=[O:25])[C:23]3[C@@H:22]4[C:26]([CH3:28])([CH3:27])[C@@:19]([CH3:29])([CH2:20][CH2:21]4)[C:18]=3[NH:17]2)[CH:15]=[CH:14][CH:13]=[CH:12][CH:11]=1>CC(C)=O.CO>[CH2:2]([N:17]1[C:18]2[C@@:19]3([CH3:29])[C:26]([CH3:28])([CH3:27])[C@H:22]([CH2:21][CH2:20]3)[C:23]=2[C:24](=[O:25])[N:16]1[C:10]1[CH:11]=[CH:12][CH:13]=[CH:14][CH:15]=1)[CH3:3] |f:1.2.3|. Procedure details: A mixture of bromoethane (1.05 mL, 14.1 mmol), potassium carbonate (3.58 g, 25.9 mmol), and (4S,7R)-2-phenyl-7,8,8-trimethyl-1,2,4,5,6,7-hexahydro-4,7-methano-indazol-3-one (Intermediate 6; 1.74 g, 6.5 mmol) in acetone (20 mL) and methanol (3 mL) was stirred at room temperature over the weekend then the solvent was evaporated and the residue was partitioned between water and dichloromethane. The organic layer was evaporated, and the residue was chromatographed (0-50% ethyl acetate/hexanes) and r... The reactants are I(=O)(=O)(=O)[O-].[Na+] (sodium periodate), C(C)(=O)NC1=CN=C(N(C1=O)CC(CO)O)C1=CC=CC=C1 (3-(5-acetylamino-6-oxo-2-phenyl-1,6-dihydropyrimidine-1-yl)-1,2-propanediol). Run in O1CCCC1 (tetrahydrofuran). Reaction conditions: time 8 hour. The product is C(C)(=O)NC1=CN=C(N(C1=O)CC=O)C1=CC=CC=C1 ((5-Acetylamino-6-oxo-2-phenyl-1,6-dihydropyrimidine-1-yl)acetaldehyde). RXN SMILES: I([O-])(=O)(=O)=O.[Na+].[C:7]([NH:10][C:11]1[C:16](=[O:17])[N:15]([CH2:18][CH:19]([OH:22])CO)[C:14]([C:23]2[CH:28]=[CH:27][CH:26]=[CH:25][CH:24]=2)=[N:13][CH:12]=1)(=[O:9])[CH3:8]>O1CCCC1>[C:7]([NH:10][C:11]1[C:16](=[O:17])[N:15]([CH2:18][CH:19]=[O:22])[C:14]([C:23]2[CH:28]=[CH:27][CH:26]=[CH:25][CH:24]=2)=[N:13][CH:12]=1)(=[O:9])[CH3:8] |f:0.1|. Reported procedure: An aqueous solution (11.2 ml) of sodium periodate (897 mg, 4.19 mmol) was added to a solution of 3-(5-acetylamino-6-oxo-2-phenyl-1,6-dihydropyrimidine-1-yl)-1,2-propanediol (1.06 g, 3.50 mmol) in tetrahydrofuran (100 ml), and the mixture was stirred overnight at room temperature. The reaction solution was concentrated as such, and after water was added, the product was extracted 3 times with ethyl acetate, and it was washed with saturated saline. After dried over anhydrous sodium sulfate, the or...